Dataset: the Open Reaction Database (ORD), a public repository of structured organic reaction records. Task: describe an organic reaction: reactants, conditions, products, and yield The reactants are C(O)([O-])=O.[Na+] (sodium hydrogen carbonate), CC1(OC2=CC=C(C=C2C=C1)CC(=O)NC1CCCC2=CC=CC=C12)C (2-(2,2-dimethyl-2H-chromen-6-yl)-N-1,2,3,4-tetrahydronaphth-1-yl acetamide), ClC=1C=C(C(=O)OO)C=CC1 (m-chloroperoxybenzoic acid). The solvent is ClCCl (dichloromethane), three. Run at time 18 hour. Yields the product CC1(OC=2C=CC(=CC2C2C1O2)CC(=O)NC2CCCC1=CC=CC=C21)C (2-(2,2-dimethyl-1a,7b-dihydro-2H-oxireno[c]chromen-6-yl)-N-1,2,3,4-tetrahydronaphth-1-yl acetamide). Reaction SMILES: C(=O)([O-])[OH:2].[Na+].[CH3:6][C:7]1([CH3:31])[CH:16]=[CH:15][C:14]2[C:9](=[CH:10][CH:11]=[C:12]([CH2:17][C:18]([NH:20][CH:21]3[C:30]4[C:25](=[CH:26][CH:27]=[CH:28][CH:29]=4)[CH2:24][CH2:23][CH2:22]3)=[O:19])[CH:13]=2)[O:8]1.ClC1C=C(C=CC=1)C(OO)=O>ClCCl>[CH3:6][C:7]1([CH3:31])[CH:16]2[O:2][CH:15]2[C:14]2[CH:13]=[C:12]([CH2:17][C:18]([NH:20][CH:21]3[C:30]4[C:25](=[CH:26][CH:27]=[CH:28][CH:29]=4)[CH2:24][CH2:23][CH2:22]3)=[O:19])[CH:11]=[CH:10][C:9]=2[O:8]1 |f:0.1|. Procedure details: 950 ml of a saturated aqueous sodium hydrogen carbonate solution was added to a solution of 11 g of the 2-(2,2-dimethyl-2H-chromen-6-yl)-N-1,2,3,4-tetrahydronaphth-1-yl acetamide obtained above in 600 ml dichloromethane. A total of 15 g m-chloroperoxybenzoic acid (=MCPBA) in three 5 g portions was added to this receiving solution at 5 min. intervals, and the mixture was stirred for 18 hours at room temperature. The organic phase was separated and substantially entirely evaporated on a rotary eva...